From a dataset of the Open Reaction Database (ORD), a public repository of structured organic reaction records. describe an organic reaction: reactants, conditions, products, and yield Starting materials: C1(=CC=CC=C1)P(OC1=CC=CC=C1)C1=CC=CC=C1 (phenyl diphenylphosphinite), C(CCC)=O (n-butyraldehyde), CC=1C=CC(=CC1)S(=O)(=O)N (p-toluenesulfonamide). Solvent: ClC1=CC=CC=C1 (chlorobenzene). Reaction conditions: temperature 105 celsius. Product: C1(=CC=CC=C1)P(C(CCC)NS(=O)(=O)C1=CC=C(C=C1)C)(C1=CC=CC=C1)=O (Diphenyl-1-(p-tolylsulfonylamino)butylphosphine oxide). RXN SMILES: [C:1]1([P:7]([C:15]2[CH:20]=[CH:19][CH:18]=[CH:17][CH:16]=2)[O:8]C2C=CC=CC=2)[CH:6]=[CH:5][CH:4]=[CH:3][CH:2]=1.[CH:21](=O)[CH2:22][CH2:23][CH3:24].[CH3:26][C:27]1[CH:28]=[CH:29][C:30]([S:33]([NH2:36])(=[O:35])=[O:34])=[CH:31][CH:32]=1>ClC1C=CC=CC=1>[C:15]1([P:7](=[O:8])([C:1]2[CH:2]=[CH:3][CH:4]=[CH:5][CH:6]=2)[CH:21]([NH:36][S:33]([C:30]2[CH:31]=[CH:32][C:27]([CH3:26])=[CH:28][CH:29]=2)(=[O:34])=[O:35])[CH2:22][CH2:23][CH3:24])[CH:16]=[CH:17][CH:18]=[CH:19][CH:20]=1. Reported procedure: A white solid (60.6 g, 71% yield) separates when a mixture of 0.2 mole each of phenyl diphenylphosphinite, n-butyraldehyde, and p-toluenesulfonamide in 125 g of chlorobenzene is warmed at 105° C. for 1 hr. Recrystallization three times from o-dichlorobenzene gives a white solid product: mp 254°-263°; 31P nmr (CF3CO2H)- 44.7 ppm. The reactants are C([O-])(O)=O.[Na+] (sodium bicarbonate), C(#N)C=1C2=C(C(=NC1NC1=C(C(=C(C(=C1)F)N1CCN(CC1)C(=O)OC(C)(C)C)F)OC)CC1=C(C=CC=C1Cl)Cl)N=CN2COCC[Si](C)(C)C (tert-butyl 4-(4-(7-cyano-4-(2,6-dichlorobenzyl)-1-((2-(trimethylsilyl)ethoxy)methyl)-1H-imidazo[4,5-c]pyridin-6-ylamino)-2,6-difluoro-3-methoxyphenyl)piperazine-1-carboxylate). The solvent is O (water), S(O)(O)(=O)=O (sulfuric acid), O (water). Run at temperature 95 celsius. The product is ClC1=C(CC2=NC(=C(C3=C2N=CN3)C(=O)N)NC3=C(C(=C(C(=C3)F)N3CCNCC3)F)OC)C(=CC=C1)Cl (4-(2,6-dichlorobenzyl)-6-(3,5-difluoro-2-methoxy-4-(piperazin-1-yl)phenylamino)-1H-imidazo[4,5-c]pyridine-7-carboxamide). RXN SMILES: [C:1]([C:3]1[C:4]2[N:44](COCC[Si](C)(C)C)[CH:43]=[N:42][C:5]=2[C:6]([CH2:33][C:34]2[C:39]([Cl:40])=[CH:38][CH:37]=[CH:36][C:35]=2[Cl:41])=[N:7][C:8]=1[NH:9][C:10]1[CH:15]=[C:14]([F:16])[C:13]([N:17]2[CH2:22][CH2:21][N:20](C(OC(C)(C)C)=O)[CH2:19][CH2:18]2)=[C:12]([F:30])[C:11]=1[O:31][CH3:32])#[N:2].C(=O)(O)[O-:54].[Na+]>S(=O)(=O)(O)O.O>[Cl:40][C:39]1[CH:38]=[CH:37][CH:36]=[C:35]([Cl:41])[C:34]=1[CH2:33][C:6]1[C:5]2[N:42]=[CH:43][NH:44][C:4]=2[C:3]([C:1]([NH2:2])=[O:54])=[C:8]([NH:9][C:10]2[CH:15]=[C:14]([F:16])[C:13]([N:17]3[CH2:22][CH2:21][NH:20][CH2:19][CH2:18]3)=[C:12]([F:30])[C:11]=2[O:31][CH3:32])[N:7]=1 |f:1.2|. Procedure details: To a solution of the product of Example 52D (130 mg, 0.17 mmol) in concentrated sulfuric acid (5 mL) at 0° C. was added water (1 mL) and the mixture was heated at 95° C. for 20 minutes. After cooling to ambient temperature, the mixture was diluted with water (3 mL), adjusted to pH 8-9 with saturated sodium bicarbonate solution and extracted with dichloromethane (3×20 mL). The combined organic phase was concentrated and the residue was purified by preparative HPLC using a gradient of 10/90 to 80/... Reactants: COc1cc(CO)ccc1-c1ccccc1, ClCCl, O=S(Cl)Cl. The product is COc1cc(CCl)ccc1-c1ccccc1. Reaction SMILES: [CH3:1][O:2][c:3]1[c:4](-[c:11]2[cH:12][cH:13][cH:14][cH:15][cH:16]2)[cH:5][cH:6][c:7]([CH2:9][OH:10])[cH:8]1.[Cl:21][CH2:22][Cl:23].[S:17]([Cl:18])([Cl:19])=[O:20]>>[CH3:1][O:2][c:3]1[c:4](-[c:11]2[cH:12][cH:13][cH:14][cH:15][cH:16]2)[cH:5][cH:6][c:7]([CH2:9][Cl:19])[cH:8]1. The reactants are C(#N)CC(=O)OCC (ethyl cyanoacetate), ClC(=CC(C(C)(C)Br)Br)Cl (1,1-dichloro-3,4-dibromo-4-methylpent-1-ene), cupric acetate monohydrate. The reagents and catalysts are [Cl-].C(C1=CC=CC=C1)[N+](CC)(CC)CC (benzyltriethylammonium chloride). Solvent: O (water), C1(=CC=CC=C1)C (toluene), O (water). Run at time 6 hour. Product: C(#N)C1(C(C1C=C(Cl)Cl)(C)C)C(=O)OCC (ethyl 1-cyano-3-(2',2'-dichlorovinyl)-2,2-dimethylcyclopropane-1-carboxylate). Isolated yield 31.2%. RXN SMILES: [C:1]([CH2:3][C:4]([O:6][CH2:7][CH3:8])=[O:5])#[N:2].[Cl:9][C:10]([Cl:18])=[CH:11][CH:12](Br)[C:13](Br)([CH3:15])[CH3:14]>[Cl-].C([N+](CC)(CC)CC)C1C=CC=CC=1.O.C1(C)C=CC=CC=1>[C:1]([C:3]1([C:4]([O:6][CH2:7][CH3:8])=[O:5])[CH:12]([CH:11]=[C:10]([Cl:18])[Cl:9])[C:13]1([CH3:15])[CH3:14])#[N:2] |f:2.3|. Reported procedure: A mixture of ethyl cyanoacetate (12.44 parts), 1,1-dichloro-3,4-dibromo-4-methylpent-1-ene (31.1 parts), cupric acetate monohydrate (20 parts), benzyltriethylammonium chloride (4.54 parts) and water (100 parts) is stirred at 95°-100° C. for 6 hours. The mixture is cooled and diluted with water (100 parts and toluene (100 parts by volume), and filtered to remove insoluble material. The filter-cake is washed twice with toluene (20 parts by volume) and twice with water (50 parts). The filtrates and... Starting materials: COC1=C(C=CC=C1)C=1N=CN(C1CO)C ((4-(2-methoxyphenyl)-1-methyl-1H-imidazol-5-yl)methanol). The reagents and catalysts are O=[Mn]=O (MnO2). Solvent: O1CCOCC1 (1,4-Dioxane). Reaction conditions: temperature 90 celsius. The product is COC1=C(C=CC=C1)C=1N=CN(C1C=O)C (4-(2-methoxyphenyl)-1-methyl-1H-imidazole-5-carbaldehyde). Yield: 84.4%. Reaction SMILES: [CH3:1][O:2][C:3]1[CH:8]=[CH:7][CH:6]=[CH:5][C:4]=1[C:9]1[N:10]=[CH:11][N:12]([CH3:16])[C:13]=1[CH2:14][OH:15]>O1CCOCC1.O=[Mn]=O>[CH3:1][O:2][C:3]1[CH:8]=[CH:7][CH:6]=[CH:5][C:4]=1[C:9]1[N:10]=[CH:11][N:12]([CH3:16])[C:13]=1[CH:14]=[O:15]. Reported procedure: To a soln. of (4-(2-methoxyphenyl)-1-methyl-1H-imidazol-5-yl)methanol (84 mg, 0.385 mmol) in 1,4-Dioxane (5 ml) was added MnO2 (147 mg, 1.693 mmol). The mixture was heated to 90° C. for 4 hrs or until LC/MS showed the completion of the reaction. The reaction mixture was Filtered through celite, and evaporated to afford 4-(2-methoxyphenyl)-1-methyl-1H-imidazole-5-carbaldehyde (78 mg, 0.325 mmol, 84% yield), which was used for the next reaction w/o purification.